From a dataset of the Open Reaction Database (ORD), a public repository of structured organic reaction records. describe an organic reaction: reactants, conditions, products, and yield Reactants: CC(C)(C)CC(C)(C)c1ccc(O)c(O)c1, C1COCCN1, CC(C)O. The product is CC(C)(C)CC(C)(C)c1cc(O)c(O)c(CN2CCOCC2)c1. RXN SMILES: [C:7]([CH3:8])([CH3:9])([CH2:10][C:11]([CH3:12])([CH3:13])[CH3:14])[c:15]1[cH:16][c:17]([OH:22])[c:18]([OH:19])[cH:20][cH:21]1.[CH2:1]1[CH2:2][O:3][CH2:4][CH2:5][NH:6]1.[CH:23]([OH:24])([CH3:25])[CH3:26]>>[CH2:1]1[CH2:2][O:3][CH2:4][CH2:5][N:6]1[CH2:23][c:20]1[c:18]([OH:19])[c:17]([OH:22])[cH:16][c:15]([C:7]([CH3:8])([CH3:9])[CH2:10][C:11]([CH3:12])([CH3:13])[CH3:14])[cH:21]1. Reactants: FC1=CC=C(C=C1)C(C1=CNC2=C(C=CC=C12)CSC)C1=CC=C(C=C1)C(F)(F)F (3-{(4-Fluorophenyl)[4-(trifluoromethyl)phenyl]methyl}-7-[(methylsulfanyl)methyl]-1H-indole), ClCCl (dichloromethane), ClC1=CC(=CC=C1)C(=O)OO (meta-chloroperbenzoic acid). The solvent is CO (methanol). Conditions: time 2 hour. Reported procedure: 75 mg (0.18 mmol) of the compound from Example 99 were introduced into 25 ml of dichloromethane at 0° C., 43 mg (0.18 mmol) of 70% pure meta-chloroperbenzoic acid were added, and the mixture was stirred at RT for 2 h. 2 ml of methanol were added, and the solution was concentrated. The residue was purified twice by preparative HPLC (mobile phase: acetonitrile/water gradient). 65 mg (84% of theory) of the title compound were obtained as mixture of diastereomers. Yields the product FC1=CC=C(C=C1)C(C1=CNC2=C(C=CC=C12)CS(=O)C)C1=CC=C(C=C1)C(F)(F)F (3-{(4-Fluorophenyl) [4-(trifluoromethyl)phenyl]methyl}-7-[(methylsulfinyl)methyl]-1H-indole). As a reaction SMILES: [F:1][C:2]1[CH:7]=[CH:6][C:5]([CH:8]([C:21]2[CH:26]=[CH:25][C:24]([C:27]([F:30])([F:29])[F:28])=[CH:23][CH:22]=2)[C:9]2[C:17]3[C:12](=[C:13]([CH2:18][S:19][CH3:20])[CH:14]=[CH:15][CH:16]=3)[NH:11][CH:10]=2)=[CH:4][CH:3]=1.ClCCl.ClC1C=CC=C(C(OO)=[O:42])C=1>CO>[F:1][C:2]1[CH:3]=[CH:4][C:5]([CH:8]([C:21]2[CH:22]=[CH:23][C:24]([C:27]([F:30])([F:28])[F:29])=[CH:25][CH:26]=2)[C:9]2[C:17]3[C:12](=[C:13]([CH2:18][S:19]([CH3:20])=[O:42])[CH:14]=[CH:15][CH:16]=3)[NH:11][CH:10]=2)=[CH:6][CH:7]=1. Starting materials: ClC1=CC(=C(NC2=NC=NC3=CC(=C(C=C23)OC)O)C=C1)F (4-(4-chloro-2-fluoroanilino)-7-hydroxy-6-methoxyquinazoline), O (water), Cl.ClCC1=CC(=NC=C1)C#N (4-chloromethyl-2-cyanopyridine hydrochloride), C([O-])([O-])=O.[K+].[K+] (potassium carbonate). The solvent is CN(C)C=O (DMF). Run at temperature 80 celsius. The product is ClC1=CC(=C(NC2=NC=NC3=CC(=C(C=C23)OC)OCC2=CC(=NC=C2)C#N)C=C1)F (4-(4-chloro-2-fluoroanilino)-7-((2-cyano-4-pyridyl)methoxy)-6-methoxyquinazoline). Yield: 4.0%. RXN SMILES: [Cl:1][C:2]1[CH:21]=[CH:20][C:5]([NH:6][C:7]2[C:16]3[C:11](=[CH:12][C:13]([OH:19])=[C:14]([O:17][CH3:18])[CH:15]=3)[N:10]=[CH:9][N:8]=2)=[C:4]([F:22])[CH:3]=1.Cl.Cl[CH2:25][C:26]1[CH:31]=[CH:30][N:29]=[C:28]([C:32]#[N:33])[CH:27]=1.C(=O)([O-])[O-].[K+].[K+].O>CN(C=O)C>[Cl:1][C:2]1[CH:21]=[CH:20][C:5]([NH:6][C:7]2[C:16]3[C:11](=[CH:12][C:13]([O:19][CH2:25][C:26]4[CH:31]=[CH:30][N:29]=[C:28]([C:32]#[N:33])[CH:27]=4)=[C:14]([O:17][CH3:18])[CH:15]=3)[N:10]=[CH:9][N:8]=2)=[C:4]([F:22])[CH:3]=1 |f:1.2,3.4.5|. Procedure: A mixture of 4-(4-chloro-2-fluoroanilino)-7-hydroxy-6-methoxyquinazoline (600 mg, 2 mmol), (prepared as described for the starting material in Example 24), 4-chloromethyl-2-cyanopyridine hydrochloride (620 mg, 3 mmol) and potassium carbonate (1.0 g 7 mmol) in DMF (8 ml) was heated at 80° C. for 30 minutes. The mixture was allowed to cool, poured into water and extracted with ethyl acetate. The combined extracts were dried (MgSO4) and the solvent removed by evaporation and azeotroped with toluene... Reactants: C(C)(=O)O[C@H]1[C@H](OC=2C=NC=C(C2)Br)SC[C@H]([C@@H]1OC(C)=O)OC(C)=O (5-bromo-3-pyridinyl 2,3,4-tri-O-acetyl-5-thio-β-D-xylopyranoside), IX, CC1=NC=CC(=C1)B(O)O (2-methyl-4-pyridineboronic acid). Yields the product O([C@H]1[C@H](O)[C@@H](O)[C@H](O)CS1)C=1C=NC=C(C1)C1=CC(=NC=C1)C (5-(2-Methyl-4-pyridinyl)-3-pyridinyl 5-thio-β-D-xylopyranoside), solid. Isolated yield 28.0%. As a reaction SMILES: C([O:4][C@@H:5]1[C@@H:18]([O:19]C(=O)C)[C@H:17]([O:23]C(=O)C)[CH2:16][S:15][C@H:6]1[O:7][C:8]1[CH:9]=[N:10][CH:11]=[C:12](Br)[CH:13]=1)(=O)C.[CH3:27][C:28]1[CH:33]=[C:32](B(O)O)[CH:31]=[CH:30][N:29]=1>>[O:7]([C:8]1[CH:9]=[N:10][CH:11]=[C:12]([C:32]2[CH:31]=[CH:30][N:29]=[C:28]([CH3:27])[CH:33]=2)[CH:13]=1)[C@@H:6]1[S:15][CH2:16][C@@H:17]([OH:23])[C@H:18]([OH:19])[C@H:5]1[OH:4]. Reported procedure: By carrying out the operation analogously to example 239, starting from 5-bromo-3-pyridinyl 2,3,4-tri-O-acetyl-5-thio-β-D-xylopyranoside, obtained according to preparation IX, and 2-methyl-4-pyridineboronic acid, the desired product is obtained in the form of a white solid (yield=28%).